This data is from the Open Reaction Database (ORD), a public repository of structured organic reaction records. The task is: describe an organic reaction: reactants, conditions, products, and yield Reactants: COC1=C(C#N)C(=CC(=N1)C)C (2-methoxy-4,6-dimethyl-nicotinonitrile), FC(C(=O)O)(F)F (trifluoro acetic acid), IN1C(CCC1=O)=O (N-iodosuccinimide), saturated solution, C([O-])([O-])=O.[Na+].[Na+] (sodium carbonate), saturated solution, [O-]S(=O)(=S)[O-].[Na+].[Na+] (Na2S2O3). The solvent is C(Cl)Cl (methylene chloride). Reaction conditions: temperature 0 celsius. Yields the product IC=1C(=NC(=C(C#N)C1C)OC)C (5-iodo-2-methoxy-4,6-dimethyl-nicotinonitrile). The yield is 94.0%. Reaction SMILES: [CH3:1][O:2][C:3]1[N:10]=[C:9]([CH3:11])[CH:8]=[C:7]([CH3:12])[C:4]=1[C:5]#[N:6].FC(F)(F)C(O)=O.[I:20]N1C(=O)CCC1=O.C(=O)([O-])[O-].[Na+].[Na+].[O-]S([O-])(=S)=O.[Na+].[Na+]>C(Cl)Cl>[I:20][C:8]1[C:9]([CH3:11])=[N:10][C:3]([O:2][CH3:1])=[C:4]([C:7]=1[CH3:12])[C:5]#[N:6] |f:3.4.5,6.7.8|. Procedure details: 2-methoxy-4,6-dimethyl-nicotinonitrile (1.0 g, 6.166 mmol) was disolved in 30 mL of anhydrous methylene chloride and then added with 6 mL of trifluoro acetic acid and N-iodosuccinimide (2.2 g, 9.248 mmol) in this order while stirring at 0° C. under the nitrogen atmosphere and then stirred again at room temperature for about 4 hours. The mixture was added with 60 mL of a saturated solution of sodium carbonate and 60 mL of a saturated solution of Na2S2O3 and then extracted twice with 80 mL of meth...